Dataset: the Open Reaction Database (ORD), a public repository of structured organic reaction records. Task: describe an organic reaction: reactants, conditions, products, and yield Starting materials: CC(C)(C)ON=C(c1cccc(Br)c1)c1ncccc1O, O=C(OO)c1cccc(Cl)c1, [Na+], [Na+], C1CCOC1, O=S([O-])[O-]. As a reaction SMILES: [Br:1][c:2]1[cH:3][c:4]([C:5](=[N:6][O:7][C:8]([CH3:9])([CH3:10])[CH3:11])[c:12]2[n:13][cH:14][cH:15][cH:16][c:17]2[OH:18])[cH:19][cH:20][cH:21]1.[Cl:22][c:23]1[cH:24][cH:25][cH:26][c:27]([C:28]([O:29][OH:31])=[O:30])[cH:32]1.[Na+:37].[Na+:38].[O:39]1[CH2:40][CH2:41][CH2:42][CH2:43]1.[S:33]([O-:34])([O-:35])=[O:36]>>[Br:1][c:2]1[cH:3][c:4]([C:5](=[N:6][O:7][C:8]([CH3:9])([CH3:10])[CH3:11])[c:12]2[n+:13]([O-:30])[cH:14][cH:15][cH:16][c:17]2[OH:18])[cH:19][cH:20][cH:21]1. Yields the product CC(C)(C)ON=C(c1cccc(Br)c1)c1c(O)ccc[n+]1[O-]. Starting materials: CCOc1ccc(-n2c(C(F)(F)F)nn(C)c2=S)cc1, Cl, O, c1ccncc1. Yields the product Cn1nc(C(F)(F)F)n(-c2ccc(O)cc2)c1=S. Reaction SMILES: [CH2:8]([CH3:9])[O:10][c:11]1[cH:12][cH:13][c:14](-[n:17]2[c:18]([C:24]([F:25])([F:26])[F:27])[n:19][n:20]([CH3:23])[c:21]2=[S:22])[cH:15][cH:16]1.[ClH:1].[OH2:28].[n:2]1[cH:3][cH:4][cH:5][cH:6][cH:7]1>>[OH:10][c:11]1[cH:12][cH:13][c:14](-[n:17]2[c:18]([C:24]([F:25])([F:26])[F:27])[n:19][n:20]([CH3:23])[c:21]2=[S:22])[cH:15][cH:16]1. Starting materials: CCCCCCCCI, CCO, Cc1ccccc1, C1=C2CCCCNN2CCC1, CCCCCCCCc1ccc(-c2ncc(O)cn2)cc1. Yields the product CCCCCCCCOc1cnc(-c2ccc(CCCCCCCC)cc2)nc1. As a reaction SMILES: [CH2:25]([CH2:26][CH2:27][CH2:28][CH2:29][CH2:30][CH2:31][CH3:32])[I:33].[CH3:22][CH2:23][OH:24].[CH3:45][c:46]1[cH:47][cH:48][cH:49][cH:50][cH:51]1.[N:34]12[CH2:35][CH2:36][CH2:37][CH:38]=[C:39]1[CH2:40][CH2:41][CH2:42][CH2:43][NH:44]2.[OH:1][c:2]1[cH:3][n:4][c:5](-[c:8]2[cH:9][cH:10][c:11]([CH2:14][CH2:15][CH2:16][CH2:17][CH2:18][CH2:19][CH2:20][CH3:21])[cH:12][cH:13]2)[n:6][cH:7]1>>[O:1]([c:2]1[cH:3][n:4][c:5](-[c:8]2[cH:9][cH:10][c:11]([CH2:14][CH2:15][CH2:16][CH2:17][CH2:18][CH2:19][CH2:20][CH3:21])[cH:12][cH:13]2)[n:6][cH:7]1)[CH2:25][CH2:26][CH2:27][CH2:28][CH2:29][CH2:30][CH2:31][CH3:32]. The product is ClC=1C(=NC(=NC1)N)C(=O)N(CC1=CC=C(C=C1)C)C(C(=O)N)C1=CC(=CC=C1)OC (5-Chloro-2-amino-N-[2-amino-1-{3-methoxyphenyl}-2-oxoethyl]-N-(4-methylbenzyl)pyrimidine-4-carboxamide). Reaction SMILES: [Cl:1][C:2]1[C:3]([C:12]([N:14]([CH:23]([C:27]2[CH:32]=[CH:31][CH:30]=[C:29]([O:33][CH3:34])[CH:28]=2)[C:24]([NH2:26])=[O:25])[CH2:15][C:16]2[CH:21]=[CH:20][C:19]([CH3:22])=[CH:18][CH:17]=2)=[O:13])=[N:4][C:5](S(C)(=O)=O)=[N:6][CH:7]=1.[NH3:35]>>[Cl:1][C:2]1[C:3]([C:12]([N:14]([CH:23]([C:27]2[CH:32]=[CH:31][CH:30]=[C:29]([O:33][CH3:34])[CH:28]=2)[C:24]([NH2:26])=[O:25])[CH2:15][C:16]2[CH:21]=[CH:20][C:19]([CH3:22])=[CH:18][CH:17]=2)=[O:13])=[N:4][C:5]([NH2:35])=[N:6][CH:7]=1. Procedure: The title compound was prepared from the sulfone of example 248, using the method from example 244 and ammonia as the amine, to return the title compound as a foam, 22 mg, (12%) Starting materials: ClC=1C(=NC(=NC1)S(=O)(=O)C)C(=O)N(CC1=CC=C(C=C1)C)C(C(=O)N)C1=CC(=CC=C1)OC (5-Chloro-2-methanesulfonyl-N-[2-amino-1-{3-methoxyphenyl}-2-oxoethyl]-N-(4-methylbenzyl)pyrimidine-4-carboxamide), N (ammonia), amine.